describe an organic reaction: reactants, conditions, products, and yield From a dataset of the Open Reaction Database (ORD), a public repository of structured organic reaction records. The product is COc1ccc2ccnc(Cl)c2c1. Starting materials: BrB(Br)Br, COc1ccc2ccnc(N)c2c1, ClCCl, N. Reaction SMILES: [B:1]([Br:2])([Br:3])[Br:4].[CH3:5][O:6][c:7]1[cH:8][cH:9][c:10]2[cH:11][cH:12][n:13][c:14]([NH2:17])[c:15]2[cH:16]1.[Cl:19][CH2:20][Cl:21].[NH3:18]>>[CH3:5][O:6][c:7]1[cH:8][cH:9][c:10]2[cH:11][cH:12][n:13][c:14]([Cl:19])[c:15]2[cH:16]1.